Task: describe an organic reaction: reactants, conditions, products, and yield. Dataset: the Open Reaction Database (ORD), a public repository of structured organic reaction records Starting materials: CCO, [Na+], C1CCOC1, [OH-], O, COC(=O)CCC(=C1SCCCS1)c1ccc(Oc2ccccc2)cc1. The product is O=C(O)CCC(=C1SCCCS1)c1ccc(Oc2ccccc2)cc1. Reaction SMILES: [CH3:33][CH2:34][OH:35].[Na+:37].[O:28]1[CH2:29][CH2:30][CH2:31][CH2:32]1.[OH-:36].[OH2:27].[S:1]1[C:2](=[C:7]([CH2:8][CH2:9][C:10](=[O:11])[O:12][CH3:13])[c:14]2[cH:15][cH:16][c:17]([O:20][c:21]3[cH:22][cH:23][cH:24][cH:25][cH:26]3)[cH:18][cH:19]2)[S:3][CH2:4][CH2:5][CH2:6]1>>[S:1]1[C:2](=[C:7]([CH2:8][CH2:9][C:10](=[O:11])[OH:12])[c:14]2[cH:15][cH:16][c:17]([O:20][c:21]3[cH:22][cH:23][cH:24][cH:25][cH:26]3)[cH:18][cH:19]2)[S:3][CH2:4][CH2:5][CH2:6]1. The reactants are CC(C)(C)OC(=O)CC(=CCCc1ccccc1)C(=O)O, CO, NC1CCCCC1. Yields the product CC(C)(C)OC(=O)CC(CCCc1ccccc1)C(=O)O, NC1CCCCC1. As a reaction SMILES: [C:8]([CH3:9])([CH3:10])([CH3:11])[O:12][C:13]([CH2:14][C:15]([C:16](=[O:17])[OH:18])=[CH:19][CH2:20][CH2:21][c:22]1[cH:23][cH:24][cH:25][cH:26][cH:27]1)=[O:28].[CH3:29][OH:30].[NH2:1][CH:2]1[CH2:3][CH2:4][CH2:5][CH2:6][CH2:7]1>>[C:8]([CH3:9])([CH3:10])([CH3:11])[O:12][C:13]([CH2:14][CH:15]([C:16](=[O:17])[OH:18])[CH2:19][CH2:20][CH2:21][c:22]1[cH:23][cH:24][cH:25][cH:26][cH:27]1)=[O:28].[NH2:1][CH:2]1[CH2:3][CH2:4][CH2:5][CH2:6][CH2:7]1. Starting materials: C(CCCCCCC\C=C/C\C=C/CCCCC)Br (Linoleyl Bromide), C(=O)OCC (ethyl formate), OS(=O)(=O)O (H2SO4), Mg, II (iodine). Run in CCOCC (ether), CCOCC (ether). Run at time 8 hour. Yields the product C(=O)OC(CCCCCCCC\C=C/C\C=C/CCCCC)CCCCCCCC\C=C/C\C=C/CCCCC (Dilinoleylmethyl Formate). The yield is 113.9%. RXN SMILES: II.[CH2:3](Br)[CH2:4][CH2:5][CH2:6][CH2:7][CH2:8][CH2:9][CH2:10]/[CH:11]=[CH:12]\[CH2:13]/[CH:14]=[CH:15]\[CH2:16][CH2:17][CH2:18][CH2:19][CH3:20].[CH:22]([O:24][CH2:25][CH3:26])=[O:23].OS(O)(=O)=O>CCOCC>[CH:22]([O:24][CH:25]([CH2:3][CH2:4][CH2:5][CH2:6][CH2:7][CH2:8][CH2:9][CH2:10]/[CH:11]=[CH:12]\[CH2:13]/[CH:14]=[CH:15]\[CH2:16][CH2:17][CH2:18][CH2:19][CH3:20])[CH2:26][CH2:3][CH2:4][CH2:5][CH2:6][CH2:7][CH2:8][CH2:9]/[CH:10]=[CH:11]\[CH2:12]/[CH:13]=[CH:14]\[CH2:15][CH2:16][CH2:17][CH2:18][CH3:19])=[O:23]. Procedure: To a suspension of Mg turnings (1.64 g, 67.4 mmol) with one crystal of iodine in 500 mL of anhydrous ether under nitrogen was added a solution of linoleyl bromide (II, 18.5 g, 56.1 mmol) in 250 mL of anhydrous ether at room temperature. The resulting mixture was refluxed under nitrogen overnight. The mixture was cooled to room temperature. To the cloudy mixture under nitrogen was added dropwise ethyl formate (4.24 g, 57.2 mmol). Upon addition, the mixture was stirred at room temperature overnigh... Starting materials: CCC(C)=CCCC(C)=CCBr, CC1Cc2ccc(O)cc2O1. Yields the product CCC(C)=CCCC(C)=CCOc1ccc2c(c1)OC(C)C2. RXN SMILES: [Br:1][CH2:2][CH:3]=[C:4]([CH2:5][CH2:6][CH:7]=[C:8]([CH2:9][CH3:10])[CH3:11])[CH3:12].[OH:13][c:14]1[cH:15][c:16]2[c:17]([cH:22][cH:23]1)[CH2:18][CH:19]([CH3:21])[O:20]2>>[CH2:2]([CH:3]=[C:4]([CH2:5][CH2:6][CH:7]=[C:8]([CH2:9][CH3:10])[CH3:11])[CH3:12])[O:13][c:14]1[cH:15][c:16]2[c:17]([cH:22][cH:23]1)[CH2:18][CH:19]([CH3:21])[O:20]2. Yield: 97.1%. Procedure details: To a stirred solution of 2-methyl-2-(4-nitrophenyl)propane-1,3-diol (1.2 g, 5.68 mmol, 1.0 eq) in ethanol (30 mL) was added 10% Pd/C (300 mg) and the mixture was stirred under hydrogen gas balloon atmosphere for 5 h at RT. The reaction mixture was filtered through celite pad and filtrate concentrated under vacuum to get 2-(4-aminophenyl)-2-methylpropane-1,3-diol (1 g, 97%; TLC system: chloroform/MeOH (9:1); Rf: 0.3). Conditions: time 5 hour. Product: NC1=CC=C(C=C1)C(CO)(CO)C (2-(4-aminophenyl)-2-methylpropane-1,3-diol). Solvent: C(C)O (ethanol). As a reaction SMILES: [CH3:1][C:2]([C:7]1[CH:12]=[CH:11][C:10]([N+:13]([O-])=O)=[CH:9][CH:8]=1)([CH2:5][OH:6])[CH2:3][OH:4]>C(O)C.[Pd]>[NH2:13][C:10]1[CH:9]=[CH:8][C:7]([C:2]([CH3:1])([CH2:5][OH:6])[CH2:3][OH:4])=[CH:12][CH:11]=1. Starting materials: CC(CO)(CO)C1=CC=C(C=C1)[N+](=O)[O-] (2-methyl-2-(4-nitrophenyl)propane-1,3-diol). The reagents and catalysts are [Pd] (Pd/C). Reactants: CCNC(=O)c1ccc(-n2nnc(C(=O)OCC)c2COc2cccc(C)c2)cc1, NCCO, O. Yields the product CCNC(=O)c1ccc(-n2nnc(C(=O)NCCO)c2COc2cccc(C)c2)cc1. RXN SMILES: [CH2:1]([CH3:2])[NH:3][C:4](=[O:5])[c:6]1[cH:7][cH:8][c:9](-[n:12]2[n:13][n:14][c:15]([C:26](=[O:27])[O:28][CH2:29][CH3:30])[c:16]2[CH2:17][O:18][c:19]2[cH:20][c:21]([CH3:25])[cH:22][cH:23][cH:24]2)[cH:10][cH:11]1.[NH2:31][CH2:32][CH2:33][OH:34].[OH2:35]>>[CH2:1]([CH3:2])[NH:3][C:4](=[O:5])[c:6]1[cH:7][cH:8][c:9](-[n:12]2[n:13][n:14][c:15]([C:26](=[O:27])[NH:31][CH2:32][CH2:33][OH:34])[c:16]2[CH2:17][O:18][c:19]2[cH:20][c:21]([CH3:25])[cH:22][cH:23][cH:24]2)[cH:10][cH:11]1. Starting materials: intermediate 4A, ClCCN1CCCCC1 (1-(2-chloro-ethyl)-piperidine), ClC=1C=C(C=CC1Cl)/C=C/C(=O)N1CCNC(CC1)=O (1-[(E)-3-(3,4-dichloro-phenyl)-acryloyl]-[1,4]diazepan-5-one), ClC=1C=C(C=CC1Cl)/C=C/C(=O)N1CCNC(CC1)=O (1-[(E)-3-(3,4-dichloro-phenyl)-acryloyl]-[1,4]diazepan-5-one). Yields the product ClC=1C=C(C=CC1Cl)/C=C/C(=O)N1CCN(C(CC1)=O)CCN1CCCCC1 (1-[(E)-3-(3,4-Dichloro-phenyl)-acryloyl]-4-(2-piperidin-1-yl-ethyl)-[1,4]diazepan-5-one). RXN SMILES: [Cl:1][C:2]1[CH:3]=[C:4](/[CH:9]=[CH:10]/[C:11]([N:13]2[CH2:19][CH2:18][C:17](=[O:20])[NH:16][CH2:15][CH2:14]2)=[O:12])[CH:5]=[CH:6][C:7]=1[Cl:8].Cl[CH2:22][CH2:23][N:24]1[CH2:29][CH2:28][CH2:27][CH2:26][CH2:25]1>>[Cl:1][C:2]1[CH:3]=[C:4](/[CH:9]=[CH:10]/[C:11]([N:13]2[CH2:19][CH2:18][C:17](=[O:20])[N:16]([CH2:22][CH2:23][N:24]3[CH2:29][CH2:28][CH2:27][CH2:26][CH2:25]3)[CH2:15][CH2:14]2)=[O:12])[CH:5]=[CH:6][C:7]=1[Cl:8]. Reported procedure: In analogy to the procedure described in intermediate 4A, 1-[(E)-3-(3,4-dichloro-phenyl)-acryloyl]-[1,4]diazepan-5-one (intermediate 1A) and 1-(2-chloro-ethyl)-piperidine gave the title compound as white solid. MS: 424.1 (MH+, 2Cl). The reactants are OC(c1ccccc1)(c1ccccc1)c1ccccc1, CCOCc1nc(C(C)(C)O)c(C(=O)OCC)n1Cc1ccc(-c2ccccc2-c2nnnn2C(c2ccccc2)(c2ccccc2)c2ccccc2)cc1, CC(=O)O, O. Product: CCOCc1nc(C(C)(C)O)c(C(=O)OCC)n1Cc1ccc(-c2ccccc2-c2nnn[nH]2)cc1. Reaction SMILES: [C:60]([OH:61])([c:62]1[cH:63][cH:64][cH:65][cH:66][cH:67]1)([c:68]1[cH:69][cH:70][cH:71][cH:72][cH:73]1)[c:74]1[cH:75][cH:76][cH:77][cH:78][cH:79]1.[CH2:1]([CH3:2])[O:3][CH2:4][c:5]1[n:6]([CH2:19][c:20]2[cH:21][cH:22][c:23](-[c:26]3[c:27](-[c:32]4[n:33][n:34][n:35][n:36]4[C:37]([c:38]4[cH:39][cH:40][cH:41][cH:42][cH:43]4)([c:44]4[cH:45][cH:46][cH:47][cH:48][cH:49]4)[c:50]4[cH:51][cH:52][cH:53][cH:54][cH:55]4)[cH:28][cH:29][cH:30][cH:31]3)[cH:24][cH:25]2)[c:7]([C:14](=[O:15])[O:16][CH2:17][CH3:18])[c:8]([C:10]([CH3:11])([CH3:12])[OH:13])[n:9]1.[CH3:56][C:57](=[O:58])[OH:59].[OH2:80]>>[CH2:1]([CH3:2])[O:3][CH2:4][c:5]1[n:6]([CH2:19][c:20]2[cH:21][cH:22][c:23](-[c:26]3[c:27](-[c:32]4[n:33][n:34][n:35][nH:36]4)[cH:28][cH:29][cH:30][cH:31]3)[cH:24][cH:25]2)[c:7]([C:14](=[O:15])[O:16][CH2:17][CH3:18])[c:8]([C:10]([CH3:11])([CH3:12])[OH:13])[n:9]1. RXN SMILES: [CH:1]1([n:4]2[cH:5][c:6]([C:24](=[O:25])[OH:26])[c:7](=[O:23])[c:8]3[cH:9][c:10]([F:22])[c:11]([N:14]4[CH2:15][CH:16]([C:20]#[CH:21])[NH:17][CH2:18][CH2:19]4)[cH:12][c:13]23)[CH2:2][CH2:3]1.[CH:27]([OH:28])=[O:29]>>[CH:1]1([n:4]2[cH:5][c:6]([C:24](=[O:25])[OH:26])[c:7](=[O:23])[c:8]3[cH:9][c:10]([F:22])[c:11]([N:14]4[CH2:15][CH:16]([C:20]#[CH:21])[N:17]([CH3:27])[CH2:18][CH2:19]4)[cH:12][c:13]23)[CH2:2][CH2:3]1. Reactants: C#CC1CN(c2cc3c(cc2F)c(=O)c(C(=O)O)cn3C2CC2)CCN1, O=CO. The product is C#CC1CN(c2cc3c(cc2F)c(=O)c(C(=O)O)cn3C2CC2)CCN1C. Reactants: [H-].[Na+] (NaH), COC(CC1=CC=CC=C1)=O (phenyl-acetic acid methyl ester), BrC1=CC(=C(C=C1)[N+](=O)[O-])F (4-Bromo-2-fluoro-1-nitro-benzene). The solvent is [NH4+].[Cl-] (NH4Cl), CN(C)C=O (DMF). Reaction conditions: time 3 hour. Yields the product COC(C(C1=CC=CC=C1)C1=C(C=CC(=C1)Br)[N+](=O)[O-])=O ((5-Bromo-2-nitro-phenyl)-phenyl-acetic acid methyl ester). Reaction SMILES: [H-].[Na+].[CH3:3][O:4][C:5](=[O:13])[CH2:6][C:7]1[CH:12]=[CH:11][CH:10]=[CH:9][CH:8]=1.[Br:14][C:15]1[CH:20]=[CH:19][C:18]([N+:21]([O-:23])=[O:22])=[C:17](F)[CH:16]=1>CN(C=O)C.[NH4+].[Cl-]>[CH3:3][O:4][C:5](=[O:13])[CH:6]([C:19]1[CH:20]=[C:15]([Br:14])[CH:16]=[CH:17][C:18]=1[N+:21]([O-:23])=[O:22])[C:7]1[CH:8]=[CH:9][CH:10]=[CH:11][CH:12]=1 |f:0.1,5.6|. Reported procedure: NaH (1.6 g, 63 mmol) is added portion wise to a solution of phenyl-acetic acid methyl ester (9.0 g, 60 mmol) in DMF (150 mL) at −15° C. and stirred at this temperature for 3 hours. 4-Bromo-2-fluoro-1-nitro-benzene (6.57 g, 30.0 mmol) is added to the above mixture at −15° C. The mixture is warmed to room temperature slowly and stirred for 24 hours. The mixture is diluted with saturated aqueous NH4Cl solution and extracted with ethyl acetate (3×100 mL). The combined organic phase is washed with wa...